From a dataset of the Open Reaction Database (ORD), a public repository of structured organic reaction records. describe an organic reaction: reactants, conditions, products, and yield Starting materials: BrC=1C=CC(=C(C1)C(C)=O)O (1-(5-bromo-2-hydroxyphenyl)ethanone), C([O-])([O-])=O.[Cs+].[Cs+] (cesium carbonate), C(C1=CC=CC=C1)Br (benzyl bromide). The solvent is CCOC(=O)C (EtOAc), CN(C)C=O (DMF). Conditions: time 8 hour. The product is C(C1=CC=CC=C1)OC1=C(C=C(C=C1)Br)C(C)=O (1-[2-(benzyloxy)-5-bromophenyl]ethanone). Isolated yield 98.9%. As a reaction SMILES: [Br:1][C:2]1[CH:3]=[CH:4][C:5]([OH:11])=[C:6]([C:8](=[O:10])[CH3:9])[CH:7]=1.C(=O)([O-])[O-].[Cs+].[Cs+].[CH2:18](Br)[C:19]1[CH:24]=[CH:23][CH:22]=[CH:21][CH:20]=1>CN(C=O)C.CCOC(C)=O>[CH2:18]([O:11][C:5]1[CH:4]=[CH:3][C:2]([Br:1])=[CH:7][C:6]=1[C:8](=[O:10])[CH3:9])[C:19]1[CH:24]=[CH:23][CH:22]=[CH:21][CH:20]=1 |f:1.2.3|. Reported procedure: To a mixture of 1-(5-bromo-2-hydroxyphenyl)ethanone (505 mg, 2.348 mmol) and cesium carbonate (1339 mg, 4.11 mmol) in DMF (5 ml) was added benzyl bromide (0.351 ml, 2.94 mmol) and the resulting mixture was stirred overnight. The reaction mixture was diluted with EtOAc and washed 2 times with water, followed by brine. The organic layer was dried over sodium sulfate, filtered, and the solvent was evaporated under reduced pressure. The residue was purified by flash column chromatography on silica g... The reactants are BrC=1C2=C(N=C(N1)C=1C=C(C=CC1)O)C=CS2 (3-(4-bromo-thieno[3,2-d]pyrimidin-2-yl)-phenol), C(C)(C)(C)OC(NC=1SC(=CN1)[Sn](CCCC)(CCCC)CCCC)=O ((5-tributylstannyl-thiazol-2-yl)-carbamic acid tert-butyl ester). Reagents/catalysts: C=1C=CC(=CC1)[P](C=2C=CC=CC2)(C=3C=CC=CC3)[Pd]([P](C=4C=CC=CC4)(C=5C=CC=CC5)C=6C=CC=CC6)([P](C=7C=CC=CC7)(C=8C=CC=CC8)C=9C=CC=CC9)[P](C=1C=CC=CC1)(C=1C=CC=CC1)C=1C=CC=CC1 (Pd(PPh3)4). Run in CC(=O)N(C)C (DMA). Run at temperature 150 celsius. Yields the product NC=1SC(=CN1)C=1C2=C(N=C(N1)C=1C=C(C=CC1)O)C=CS2 (3-[4-(2-Amino-thiazol-5-yl)-thieno[3,2-d]pyrimidin-2-yl]-phenol). The yield is 21.9%. RXN SMILES: Br[C:2]1[C:3]2[S:17][CH:16]=[CH:15][C:4]=2[N:5]=[C:6]([C:8]2[CH:9]=[C:10]([OH:14])[CH:11]=[CH:12][CH:13]=2)[N:7]=1.C(OC(=O)[NH:24][C:25]1[S:26][C:27]([Sn](CCCC)(CCCC)CCCC)=[CH:28][N:29]=1)(C)(C)C>CC(N(C)C)=O.C1C=CC([P]([Pd]([P](C2C=CC=CC=2)(C2C=CC=CC=2)C2C=CC=CC=2)([P](C2C=CC=CC=2)(C2C=CC=CC=2)C2C=CC=CC=2)[P](C2C=CC=CC=2)(C2C=CC=CC=2)C2C=CC=CC=2)(C2C=CC=CC=2)C2C=CC=CC=2)=CC=1>[NH2:24][C:25]1[S:26][C:27]([C:2]2[C:3]3[S:17][CH:16]=[CH:15][C:4]=3[N:5]=[C:6]([C:8]3[CH:9]=[C:10]([OH:14])[CH:11]=[CH:12][CH:13]=3)[N:7]=2)=[CH:28][N:29]=1 |^1:53,55,74,93|. Procedure: A suspension of 3-(4-bromo-thieno[3,2-d]pyrimidin-2-yl)-phenol (128 mg, 0.42 mmol), (5-tributylstannyl-thiazol-2-yl)-carbamic acid tert-butyl ester (306 mg, 0.63 mmol), and Pd(PPh3)4 (25 mg, 0.021 mmol) in anhydrous DMA (4 ml) was heated in a microwave at 150° C. for 15 mins. The reaction was absorbed onto silica and purified using 10% methanol in ethyl acetate as the eluent to give the title compound as an off-white solid (30 mg, 22%). Reactants: [Cl-], O=C(O)Cc1cc(Cl)cc2c(-c3ccccc3)onc12, c1ccc(N2CCNCC2)cc1. The product is O=C(Cc1cc(Cl)cc2c(-c3ccccc3)onc12)N1CCN(c2ccccc2)CC1. Reaction SMILES: [Cl-:1].[Cl:2][c:3]1[cH:4][c:5]([CH2:18][C:19](=[O:20])[OH:21])[c:6]2[c:7]([c:8](-[c:11]3[cH:12][cH:13][cH:14][cH:15][cH:16]3)[o:9][n:10]2)[cH:17]1.[c:22]1([N:28]2[CH2:29][CH2:30][NH:31][CH2:32][CH2:33]2)[cH:23][cH:24][cH:25][cH:26][cH:27]1>>[Cl:2][c:3]1[cH:4][c:5]([CH2:18][C:19](=[O:21])[N:31]2[CH2:30][CH2:29][N:28]([c:22]3[cH:23][cH:24][cH:25][cH:26][cH:27]3)[CH2:33][CH2:32]2)[c:6]2[c:7]([c:8](-[c:11]3[cH:12][cH:13][cH:14][cH:15][cH:16]3)[o:9][n:10]2)[cH:17]1. Starting materials: C(CCCC)N (n-pentylamine), C(C)O\C(\C(=O)OCC)=C/C1=CC=C(C=C1)C1=NC(=CC=C1)N(C(=O)OC1=CC=C(C=C1)[N+](=O)[O-])C (ethyl (Z)-2-ethoxy-3-(4-{6-[methyl-(4-nitrophenoxycarbonyl)amino]pyrid-2-yl}phenyl)acrylate), O (water), C(C)(=O)OCC (ethyl acetate). Run in CN(C=O)C (dimethylformamide). Conditions: temperature 80 celsius, time 30 minute. The product is C(C)O\C(\C(=O)OCC)=C/C1=CC=C(C=C1)C1=NC(=CC=C1)N(C(=O)NCCCCC)C (ethyl (Z)-2-ethoxy-3-{4-[6-(1-methyl-3-pentylureido)pyrid-2-yl]phenyl}acrylate). The yield is 50.6%. As a reaction SMILES: [CH2:1]([NH2:6])[CH2:2][CH2:3][CH2:4][CH3:5].[CH2:7]([O:9]/[C:10](=[CH:16]\[C:17]1[CH:22]=[CH:21][C:20]([C:23]2[CH:28]=[CH:27][CH:26]=[C:25]([N:29]([CH3:42])[C:30]([O:32]C3C=CC([N+]([O-])=O)=CC=3)=O)[N:24]=2)=[CH:19][CH:18]=1)/[C:11]([O:13][CH2:14][CH3:15])=[O:12])[CH3:8].O.C(OCC)(=O)C>CN(C)C=O>[CH2:7]([O:9]/[C:10](=[CH:16]\[C:17]1[CH:22]=[CH:21][C:20]([C:23]2[CH:28]=[CH:27][CH:26]=[C:25]([N:29]([CH3:42])[C:30]([NH:6][CH2:1][CH2:2][CH2:3][CH2:4][CH3:5])=[O:32])[N:24]=2)=[CH:19][CH:18]=1)/[C:11]([O:13][CH2:14][CH3:15])=[O:12])[CH3:8]. Reported procedure: 0.21 mL (1.8 mmol) of n-pentylamine is added to a solution of 0.45 g (0.9 mmol) of ethyl (Z)-2-ethoxy-3-(4-{6-[methyl-(4-nitrophenoxycarbonyl)amino]pyrid-2-yl}phenyl)acrylate (prepared according to Example 2d) in 15 mL of dimethylformamide. The tube is sealed and rapidly placed in an oil bath preheated to 80° C. The reaction mixture is stirred at 80° C. for 1 hour 30 minutes. After cooling, the reaction is worked up by addition of 10 mL of water and extraction with ethyl acetate. The organic pha... The reactants are CCO, C=CCCCCCCCCCOS(C)(=O)=O, CCO, CN(C)P(=O)(N(C)C)N(C)C, CCOC(=O)c1ccc(N)cc1, O. Yields the product C=CCCCCCCCCCNc1ccc(C(=O)OCC)cc1. RXN SMILES: [CH2:44]([OH:45])[CH3:46].[CH3:1][S:2]([O:3][CH2:6][CH2:7][CH2:8][CH2:9][CH2:10][CH2:11][CH2:12][CH2:13][CH2:14][CH:15]=[CH2:16])(=[O:4])=[O:5].[CH3:29][CH2:30][OH:31].[CH3:32][N:33]([P:34]([N:35]([CH3:36])[CH3:37])([N:38]([CH3:39])[CH3:40])=[O:41])[CH3:42].[NH2:17][c:18]1[cH:19][cH:20][c:21]([C:22](=[O:23])[O:24][CH2:25][CH3:26])[cH:27][cH:28]1.[OH2:43]>>[CH2:6]([CH2:7][CH2:8][CH2:9][CH2:10][CH2:11][CH2:12][CH2:13][CH2:14][CH:15]=[CH2:16])[NH:17][c:18]1[cH:19][cH:20][c:21]([C:22](=[O:23])[O:24][CH2:25][CH3:26])[cH:27][cH:28]1. Reaction SMILES: [C:10]([CH3:11])([CH3:12])([CH3:13])[O:14][C:15]([NH:16][C:17](=[NH:18])[c:19]1[s:20][c:21]([S:42][CH3:43])[c:22]([S:24](=[O:25])(=[O:26])[c:27]2[cH:28][c:29](-[c:33]3[c:34]([CH3:41])[cH:35][c:36]([OH:40])[cH:37][c:38]3[CH3:39])[cH:30][cH:31][cH:32]2)[cH:23]1)=[O:44].[C:1]([CH3:2])([CH3:3])([CH3:4])[O:5][C:6]([CH2:7][Br:8])=[O:9].[C:45](=[O:46])([O-:47])[O-:48].[CH3:51][C:52](=[O:53])[CH3:54].[K+:49].[K+:50]>>[C:1]([CH3:2])([CH3:3])([CH3:4])[O:5][C:6]([CH2:7][O:40][c:36]1[cH:35][c:34]([CH3:41])[c:33](-[c:29]2[cH:28][c:27]([S:24]([c:22]3[c:21]([S:42][CH3:43])[s:20][c:19]([C:17]([NH:16][C:15]([O:14][C:10]([CH3:11])([CH3:12])[CH3:13])=[O:44])=[NH:18])[cH:23]3)(=[O:25])=[O:26])[cH:32][cH:31][cH:30]2)[c:38]([CH3:39])[cH:37]1)=[O:9]. Reactants: CSc1sc(C(=N)NC(=O)OC(C)(C)C)cc1S(=O)(=O)c1cccc(-c2c(C)cc(O)cc2C)c1, CC(C)(C)OC(=O)CBr, O=C([O-])[O-], CC(C)=O, [K+], [K+]. Product: CSc1sc(C(=N)NC(=O)OC(C)(C)C)cc1S(=O)(=O)c1cccc(-c2c(C)cc(OCC(=O)OC(C)(C)C)cc2C)c1. The reactants are O=C(Cl)C(=O)Cl, ClCCl, CC1(C)CC(=CC(=O)O)c2cc(F)ccc21. The product is CC1(C)CC(=CC(=O)Cl)c2cc(F)ccc21. Reaction SMILES: [Cl:17][C:18]([C:19]([Cl:20])=[O:21])=[O:22].[Cl:23][CH2:24][Cl:25].[F:1][c:2]1[cH:3][cH:4][c:5]2[c:9]([cH:10]1)[C:8](=[CH:11][C:12](=[O:13])[OH:14])[CH2:7][C:6]2([CH3:15])[CH3:16]>>[F:1][c:2]1[cH:3][cH:4][c:5]2[c:9]([cH:10]1)[C:8](=[CH:11][C:12](=[O:13])[Cl:17])[CH2:7][C:6]2([CH3:15])[CH3:16]. Conditions: temperature 50 celsius, time 3 hour. Reaction SMILES: [Cl:1][C:2]1[CH:3]=[C:4]([CH:8]2[CH2:13][N:12]([CH2:14][C@H:15]([OH:20])[C:16]([F:19])([F:18])[F:17])[CH2:11][CH2:10][O:9]2)[CH:5]=[CH:6][CH:7]=1.ClCCl.[Cl:24][C:25]1[CH:30]=[CH:29][C:28]([N:31]=[C:32]=[O:33])=[CH:27][C:26]=1[F:34]>CCOCC>[ClH:1].[Cl:1][C:2]1[CH:3]=[C:4]([C@@H:8]2[O:9][CH2:10][CH2:11][N:12]([CH2:14][C@H:15]([O:20][C:32](=[O:33])[NH:31][C:28]3[CH:29]=[CH:30][C:25]([Cl:24])=[C:26]([F:34])[CH:27]=3)[C:16]([F:18])([F:19])[F:17])[CH2:13]2)[CH:5]=[CH:6][CH:7]=1 |f:4.5|. The solvent is CCOCC (ether). Isolated yield 90.0%. The product is Cl.ClC=1C=C(C=CC1)[C@H]1CN(CCO1)C[C@@H](C(F)(F)F)OC(NC1=CC(=C(C=C1)Cl)F)=O ((4-chloro-3-fluoro-phenyl)-carbamic acid (S)-1-[(S)-2-(3-chlorophenyl)-morpholin-4-ylmethyl]-2,2,2-trifluoro-ethyl ester hydrochloride). Procedure details: In a 50 mL round-bottom flask, (2S)-3-(2-(3-chlorophenyl)morpholino)-1,1,1-trifluoropropan-2-ol (218 mg, 704 μmol) was combined with dichloromethane (12 ml) to give a colorless solution. TEA (71.2 mg, 98.1 μl, 704 μmol) was added. 1-Chloro-2-fluoro-4-isocyanatobenzene (157 mg, 915 μmol) was added. The reaction mixture was heated to 50° C. and stirred for 3 h and filtered. The solid was washed with dichloromethane (2×). The combined filtrate and washes were concentrated to a reduced volume and lo... Reactants: ClC1=C(C=C(C=C1)N=C=O)F (1-Chloro-2-fluoro-4-isocyanatobenzene), ClC=1C=C(C=CC1)C1OCCN(C1)C[C@@H](C(F)(F)F)O ((2S)-3-(2-(3-chlorophenyl)morpholino)-1,1,1-trifluoropropan-2-ol), ClCCl (dichloromethane), TEA. Reactants: [BH4-].[Na+] (sodium borohydride), OC1=CC=C2C(C=C(OC2=C1)C(=O)OCC)=O (Ethyl 7-hydroxychromen-4-one-2-carboxylate), [Cl-].[Ca+2].[Cl-] (calcium chloride), C(C)O (ethanol), [BH4-].[Na+] (Sodium borohydride). Conditions: time 2 hour. The product is COC=1OC2=CC(=CC=C2C(C1)=O)O (2-methoxy-7-hydroxy-4H-chromen-4-one). As a reaction SMILES: [OH:1][C:2]1[CH:11]=[C:10]2[C:5]([C:6](=[O:17])[CH:7]=[C:8](C(OCC)=O)[O:9]2)=[CH:4][CH:3]=1.[Cl-].[Ca+2].[Cl-].[BH4-].[Na+].[CH2:23]([OH:25])C>>[CH3:23][O:25][C:8]1[O:9][C:10]2[C:5]([C:6](=[O:17])[CH:7]=1)=[CH:4][CH:3]=[C:2]([OH:1])[CH:11]=2 |f:1.2.3,4.5|. Reported procedure: Ethyl 7-hydroxychromen-4-one-2-carboxylate (2 g, 8.538 mmol) and granulated and dried calcium chloride (1 g, 9.01 mmol) are initially introduced, and ethanol (absolute, 40 ml) is added. Sodium borohydride (1.33 g, 35.157 mmol) is subsequently added in portions with ice cooling. The reaction mixture is stirred at RT for 2 hours, then again cooled using an ice bath, and sodium borohydride (0.45 g, 11.895 mmol) is again added. The mixture is stirred overnight at RT.